Task: describe an organic reaction: reactants, conditions, products, and yield. Dataset: the Open Reaction Database (ORD), a public repository of structured organic reaction records The reactants are C1COCCN1, Cc1ccccc1, CN(C)C=O, O=C1C=C(O)C(c2ccc(N3CCOCC3)cc2)N1c1ccc2[nH]cnc2c1. Yields the product O=C1C=C(N2CCOCC2)C(c2ccc(N3CCOCC3)cc2)N1c1ccc2[nH]cnc2c1. RXN SMILES: [CH2:29]1[CH2:30][O:31][CH2:32][CH2:33][NH:34]1.[CH3:35][c:36]1[cH:37][cH:38][cH:39][cH:40][cH:41]1.[O:42]=[CH:43][N:44]([CH3:45])[CH3:46].[nH:1]1[cH:2][n:3][c:4]2[c:5]1[cH:6][cH:7][c:8]([N:10]1[C:11](=[O:28])[CH:12]=[C:13]([OH:27])[CH:14]1[c:15]1[cH:16][cH:17][c:18]([N:21]3[CH2:22][CH2:23][O:24][CH2:25][CH2:26]3)[cH:19][cH:20]1)[cH:9]2>>[nH:1]1[cH:2][n:3][c:4]2[c:5]1[cH:6][cH:7][c:8]([N:10]1[C:11](=[O:28])[CH:12]=[C:13]([N:34]3[CH2:29][CH2:30][O:31][CH2:32][CH2:33]3)[CH:14]1[c:15]1[cH:16][cH:17][c:18]([N:21]3[CH2:22][CH2:23][O:24][CH2:25][CH2:26]3)[cH:19][cH:20]1)[cH:9]2. The reactants are C1CCOC1, C=C(c1cc(Cl)cc(Cl)c1)C(F)(F)F, COC(=O)c1ccc(C=NO)n2cccc12. The product is COC(=O)c1ccc(C2=NOC(c3cc(Cl)cc(Cl)c3)(C(F)(F)F)C2)n2cccc12. Reaction SMILES: [CH2:31]1[O:32][CH2:33][CH2:34][CH2:35]1.[Cl:17][c:18]1[cH:19][c:20]([Cl:30])[cH:21][c:22]([C:24](=[CH2:25])[C:26]([F:27])([F:28])[F:29])[cH:23]1.[OH:1][N:2]=[CH:3][c:4]1[n:5]2[cH:6][cH:7][cH:8][c:9]2[c:10]([C:13](=[O:14])[O:15][CH3:16])[cH:11][cH:12]1>>[O:1]1[N:2]=[C:3]([c:4]2[n:5]3[cH:6][cH:7][cH:8][c:9]3[c:10]([C:13](=[O:14])[O:15][CH3:16])[cH:11][cH:12]2)[CH2:25][C:24]1([c:22]1[cH:21][c:20]([Cl:30])[cH:19][c:18]([Cl:17])[cH:23]1)[C:26]([F:27])([F:28])[F:29]. Starting materials: O1CCCC1 (tetrahydrofuran), Cl.ClC(=O)C1=CN(C2=CC=CC=C12)C1=CC=NC2=CC=C(C=C12)OC (3-chlorocarbonyl-1-(6-methoxyquinol-4-yl)-1H-indole hydrochloride), solution, C[O-].[Na+] (sodium methoxide), Cl.NC(=N)N (guanidine hydrochloride). The solvent is ClCCl (dichloromethane), CO (methanol), CO (methanol). Conditions: temperature 25 celsius, time 1 hour. The product is Cl.N(C(=N)N)C(=O)C1=CN(C2=CC=CC=C12)C1=CC=NC2=CC=C(C=C12)OC (3-Guanidinocarbonyl-1-(6-methoxyquinol-4-yl)-1H-indole hydrochloride). RXN SMILES: C[O-].[Na+].Cl.[NH2:5][C:6]([NH2:8])=[NH:7].O1CCCC1.Cl.[Cl:15][C:16]([C:18]1[C:26]2[C:21](=[CH:22][CH:23]=[CH:24][CH:25]=2)[N:20]([C:27]2[C:36]3[C:31](=[CH:32][CH:33]=[C:34]([O:37][CH3:38])[CH:35]=3)[N:30]=[CH:29][CH:28]=2)[CH:19]=1)=[O:17]>CO.ClCCl>[ClH:15].[NH:7]([C:16]([C:18]1[C:26]2[C:21](=[CH:22][CH:23]=[CH:24][CH:25]=2)[N:20]([C:27]2[C:36]3[C:31](=[CH:32][CH:33]=[C:34]([O:37][CH3:38])[CH:35]=3)[N:30]=[CH:29][CH:28]=2)[CH:19]=1)=[O:17])[C:6]([NH2:8])=[NH:5] |f:0.1,2.3,5.6,9.10|. Procedure: 20 cm3 of methanol and 17 cm3 (8.5 mmol) of a 0.5M solution of sodium methoxide in methanol are added to 0.812 g (8.5 mmol) of guanidine hydrochloride under an argon atmosphere. After stirring at a temperature in the region of 25° C. for 1 hour, the reaction mixture is concentrated to dryness under reduced pressure (2.7 kPa) and the residue is three times successively dissolved in 20 cm3 of dichloromethane and evaporated to dryness under reduced pressure (2.7 kPa). 40 cm3 of tetrahydrofuran and ... Starting materials: BrCCOC=1C=C(C=CC1)C1=NOC2=C1SC=C2 (3-[3-(2-bromo-ethoxy)-phenyl]-thieno[2,3-d]isoxazole), C([O-])([O-])=O.[K+].[K+] (potassium carbonate), FC=1C=C(CN)C=CC1F (3,4-difluorobenzylamine). Solvent: C(C)#N (acetonitrile). Product: FC=1C=C(CNCCOC2=CC(=CC=C2)C2=NOC3=C2SC=C3)C=CC1F ((3,4-difluoro-benzyl)-[2-(3-thieno[2,3-d]isoxazol-3-yl-phenoxy)-ethyl]-amine). Reaction SMILES: Br[CH2:2][CH2:3][O:4][C:5]1[CH:6]=[C:7]([C:11]2[C:15]3[S:16][CH:17]=[CH:18][C:14]=3[O:13][N:12]=2)[CH:8]=[CH:9][CH:10]=1.C(=O)([O-])[O-].[K+].[K+].[F:25][C:26]1[CH:27]=[C:28]([CH:31]=[CH:32][C:33]=1[F:34])[CH2:29][NH2:30]>C(#N)C>[F:25][C:26]1[CH:27]=[C:28]([CH:31]=[CH:32][C:33]=1[F:34])[CH2:29][NH:30][CH2:2][CH2:3][O:4][C:5]1[CH:10]=[CH:9][CH:8]=[C:7]([C:11]2[C:15]3[S:16][CH:17]=[CH:18][C:14]=3[O:13][N:12]=2)[CH:6]=1 |f:1.2.3|. Reported procedure: The title compound is prepared from 3-[3-(2-bromo-ethoxy)-phenyl]-thieno[2,3-d]isoxazole, potassium carbonate, 3,4-difluorobenzylamine and acetonitrile essentially as described above in example 35. Purity by LC/MS (APCI)=100%, [M+H]+=387. The reactants are CN1C2=C(C=3C=C(C=CC13)O)CCC2=NC#CC (4-methyl-3-propynylimino-1,2,3,4-tetrahydrocyclopent[b]indol7-ol), N12CCCCCC2=NCCC1 (1,8-diazabicyclo[5.4.0]undec-7-ene), CN=C=O (methyl isocyanate). Solvent: C(Cl)Cl (CH2Cl2), C(Cl)Cl (CH2Cl2). Run at time 1 hour. Yields the product CNC(OC1=CC=2C3=C(N(C2C=C1)C)C(CC3)=NC#CC)=O (4-methyl-3-propynylimino-1,2,3,4-tetrahydrocyclopent[b]indol7-yl methylcarbamate). Isolated yield 29.0%. RXN SMILES: [CH3:1][N:2]1[C:10]2[CH:9]=[CH:8][C:7]([OH:11])=[CH:6][C:5]=2[C:4]2[CH2:12][CH2:13][C:14](=[N:15][C:16]#[C:17][CH3:18])[C:3]1=2.N12CCCN=C1CCCCC2.[CH3:30][N:31]=[C:32]=[O:33]>C(Cl)Cl>[CH3:30][NH:31][C:32](=[O:33])[O:11][C:7]1[CH:8]=[CH:9][C:10]2[N:2]([CH3:1])[C:3]3[C:14](=[N:15][C:16]#[C:17][CH3:18])[CH2:13][CH2:12][C:4]=3[C:5]=2[CH:6]=1. Reported procedure: To a stirred solution of 4-methyl-3-propynylimino-1,2,3,4-tetrahydrocyclopent[b]indol7-ol (3.4 g) in CH2Cl2 (15.0 ml) was added 1,8-diazabicyclo[5.4.0]undec-7-ene (326 mg) followed by the dropwise addition of methyl isocyanate (0.8 g) in CH2Cl2 (5.0 ml). The reaction was monitored via TLC and after 1.0 hour, the solution was concentrated and the crude product was purified via flash chromatography eluting with hexane/acetone (2:1). The product which precipitated out of the pure fractions was coll... The reactants are COC=1C=C(C=CC1OC)CCCN (3-(3,4-dimethoxyphenyl)-propylamine), C1(C=2C(C(=O)O1)=CC=CC2)=O (phthalic anhydride). The solvent is C(C)(=O)O (acetic acid). Yields the product COC=1C=C(C=CC1OC)CCCN1C(C=2C(C1=O)=CC=CC2)=O (N-[3-(3,4-Dimethoxyphenyl)propyl]phthalimide). As a reaction SMILES: [CH3:1][O:2][C:3]1[CH:4]=[C:5]([CH2:11][CH2:12][CH2:13][NH2:14])[CH:6]=[CH:7][C:8]=1[O:9][CH3:10].[C:15]1(=O)[O:20][C:18](=[O:19])[C:17]2=[CH:21][CH:22]=[CH:23][CH:24]=[C:16]12>C(O)(=O)C>[CH3:1][O:2][C:3]1[CH:4]=[C:5]([CH2:11][CH2:12][CH2:13][N:14]2[C:18](=[O:19])[C:17]3=[CH:21][CH:22]=[CH:23][CH:24]=[C:16]3[C:15]2=[O:20])[CH:6]=[CH:7][C:8]=1[O:9][CH3:10]. Reported procedure: 6.4 g of 3-(3,4-dimethoxyphenyl)-propylamine (0.03 moles) was refluxed with 5.47 g of phthalic anhydride (0.037 moles) in 70 ml of acetic acid for 2.5 hours. The solvent was then removed in the rotary evaporator. Recrystallization of the residue from 150 ml of ether gave 4.0 g of a first crop, m.p. 82°-85° and 7.0 g of a second crop, m.p. 81°-83°. Starting materials: C(C)(C)(C)C1=CC(=NC=N1)NC(NC1=CC=C(OC2=CC(=NC=C2)C(N)=S)C=C1)=O (4-{-4-[3-(6-tert-butylpyrimidin-4-yl)ureido]phenoxy}pyridine-2-carbothioic acid amide), NC1=CC(=NC=N1)C1=CC=CC=C1 (6-amino-4-phenylpyrimidine). Yields the product C1(=CC=CC=C1)C1=CC(=NC=N1)NC(NC1=CC=C(OC2=CC(=NC=C2)C(N)=S)C=C1)=O (4-{4-[3-(6-Phenylpyrimidin-4-yl)ureido]phenoxy}pyridine-2-carbothioic acid amide). Reaction SMILES: [C:1]([C:5]1[N:10]=[CH:9][N:8]=[C:7]([NH:11][C:12](=[O:30])[NH:13][C:14]2[CH:29]=[CH:28][C:17]([O:18][C:19]3[CH:24]=[CH:23][N:22]=[C:21]([C:25](=[S:27])[NH2:26])[CH:20]=3)=[CH:16][CH:15]=2)[CH:6]=1)([CH3:4])([CH3:3])C.N[C:32]1N=CN=[C:34](C2C=CC=CC=2)[CH:33]=1>>[C:1]1([C:5]2[N:10]=[CH:9][N:8]=[C:7]([NH:11][C:12](=[O:30])[NH:13][C:14]3[CH:15]=[CH:16][C:17]([O:18][C:19]4[CH:24]=[CH:23][N:22]=[C:21]([C:25](=[S:27])[NH2:26])[CH:20]=4)=[CH:28][CH:29]=3)[CH:6]=2)[CH:3]=[CH:34][CH:33]=[CH:32][CH:4]=1. Procedure: The title compound was prepared in the same manner as described for 4-{-4-[3-(6-tert-butylpyrimidin-4-yl)ureido]phenoxy}pyridine-2-carbothioic acid amide, replacing 6-amino-4-tert-butylpyrimidine for 6-amino-4-phenylpyrimidine. 1H-NMR (DMSO-d6) δ 10.18 (broad s, 1H), 10.04 (broad s, 1H), 9.91 (broad s, 1H), 9.85 (broad s, 1H), 8.78 (d, J=1.2 Hz, 1H), 8.45 (d, J=5.7 Hz, 1H), 8.15 (s, 1H), 8.06 to 8.02 (m, 2H), 7.94 (d, J=2.7 Hz, 1H), 7.64 (d, J=8.7 Hz, 2H), 7.54 to 7.52 (m, 3H), 7.20 (d, J=8.7 Hz...